Dataset: the Open Reaction Database (ORD), a public repository of structured organic reaction records. Task: describe an organic reaction: reactants, conditions, products, and yield Reactants: desired acid, ClC1=CC=C2C(C(=CN(C2=C1)C1=CC=CC=C1)CNC(=O)C1=CC=C(C(=O)OC)C=C1)=O (methyl 4-((7-chloro-4-oxo-1-phenyl-1,4-dihydroquinolin-3-yl)methylcarbamoyl)benzoate), O.[OH-].[Li+] (lithium hydroxide monohydrate). Run in O (water), O1CCCC1 (tetrahydrofuran), O (water). Conditions: temperature 25 celsius, time 24 hour. Yields the product ClC1=CC=C2C(C(=CN(C2=C1)C1=CC=CC=C1)CNC(=O)C1=CC=C(C(=O)O)C=C1)=O (4-((7-chloro-4-oxo-1-phenyl-1,4-dihydroquinolin-3-yl)methylcarbamoyl)benzoic acid). The yield is 44.5%. Reaction SMILES: [Cl:1][C:2]1[CH:11]=[C:10]2[C:5]([C:6](=[O:32])[C:7]([CH2:18][NH:19][C:20]([C:22]3[CH:31]=[CH:30][C:25]([C:26]([O:28]C)=[O:27])=[CH:24][CH:23]=3)=[O:21])=[CH:8][N:9]2[C:12]2[CH:17]=[CH:16][CH:15]=[CH:14][CH:13]=2)=[CH:4][CH:3]=1.O.[OH-].[Li+]>O1CCCC1.O>[Cl:1][C:2]1[CH:11]=[C:10]2[C:5]([C:6](=[O:32])[C:7]([CH2:18][NH:19][C:20]([C:22]3[CH:23]=[CH:24][C:25]([C:26]([OH:28])=[O:27])=[CH:30][CH:31]=3)=[O:21])=[CH:8][N:9]2[C:12]2[CH:13]=[CH:14][CH:15]=[CH:16][CH:17]=2)=[CH:4][CH:3]=1 |f:1.2.3|. Procedure: A solution of methyl 4-((7-chloro-4-oxo-1-phenyl-1,4-dihydroquinolin-3-yl)methylcarbamoyl)benzoate (128 mg, 0.286 mmol) in tetrahydrofuran (2.3 mL) at 25° C. was treated with a solution of lithium hydroxide monohydrate (24.0 mg, 0.573 mmol) in water (573 μL). The reaction was stirred at 25° C. for 24 hr. At this time, LC/MS indicated complete conversion to the desired acid. The reaction was diluted with water (30 mL) and was extracted with methylene chloride (1×50 mL). The aqueous layer was then... Starting materials: ( 6.6 ), Cl(=O)(=O)(=O)[O-].C(#N)CCC1CCC[N+]=2CCC3=C(C12)NC1=CC=CC=C13 (1-(2'-Cyano-ethyl)-2,3,4,6,7,12-hexahydro-1H-indolo[2,3-a]quinolizinium-perchlorate). Reagents/catalysts: [Pd] (palladium-on-charcoal). The solvent is CO (methanol). The product is Cl.C(#N)CCC1CCCN2CCC3=C(C12)NC1=CC=CC=C13 (1-(2'-Cyano-ethyl)-1,2,3,4,6,7,12,12b-octahydro-indolo[2,3-a]quinolizine hydrochloride). RXN SMILES: [Cl:1]([O-])(=O)(=O)=O.[C:6]([CH2:8][CH2:9][CH:10]1[C:19]2[C:18]3[NH:20][C:21]4[C:26]([C:17]=3[CH2:16][CH2:15][N+:14]=2[CH2:13][CH2:12][CH2:11]1)=[CH:25][CH:24]=[CH:23][CH:22]=4)#[N:7]>CO.[Pd]>[ClH:1].[C:6]([CH2:8][CH2:9][CH:10]1[CH:19]2[N:14]([CH2:15][CH2:16][C:17]3[C:26]4[C:21](=[CH:22][CH:23]=[CH:24][CH:25]=4)[NH:20][C:18]=32)[CH2:13][CH2:12][CH2:11]1)#[N:7] |f:0.1,4.5|. Procedure details: 2.50 g (6.6) mmoles) of the product of Example 8 are hydrogenated in 120 ml of methanol in the presence of 2.0 g of palladium-on-charcoal. After the uptake of the calculated amount of hydrogen (about 25 minutes) the catalyst is filtered off and the filtrate is evaporated in vacuo. The residue is admixed with 30 ml of water, the mixture is rendered alkaline with aqueous sodium carbonate solution, and extracted with dichloromethane. The dichloromethane solutions are combined, dried, filtered, and ...